From a dataset of the Open Reaction Database (ORD), a public repository of structured organic reaction records. describe an organic reaction: reactants, conditions, products, and yield The reactants are CCC(C)CCCCCBr, O=C([O-])[O-], CN(C)C=O, [K+], [K+], Oc1ccc(O)cc1. Yields the product CCC(C)CCCCCOc1ccc(O)cc1. Reaction SMILES: [Br:9][CH2:10][CH2:11][CH2:12][CH2:13][CH2:14][CH:15]([CH2:16][CH3:17])[CH3:18].[C:19](=[O:20])([O-:21])[O-:22].[CH3:25][N:26]([CH3:27])[CH:28]=[O:29].[K+:23].[K+:24].[OH:1][c:2]1[cH:3][cH:4][c:5]([OH:6])[cH:7][cH:8]1>>[O:1]([c:2]1[cH:3][cH:4][c:5]([OH:6])[cH:7][cH:8]1)[CH2:10][CH2:11][CH2:12][CH2:13][CH2:14][CH:15]([CH2:16][CH3:17])[CH3:18]. Reactants: NC1=CC=C(C=C1)C(C)=O (p-aminoacetophenone), [S-]C#N.[NH4+] (ammonium thiocyanate), BrBr (bromine). The solvent is C(C)(=O)O (acetic acid), O (water), C(C)(=O)O (acetic acid). Reaction conditions: time 1 hour. The product is NC=1SC2=C(N1)C=C(C=C2)C(C)=O (2-amino-5-acetylbenzothiazole). Isolated yield 82.4%. Reaction SMILES: N[C:2]1[CH:7]=[CH:6][C:5]([C:8](=[O:10])[CH3:9])=[CH:4][CH:3]=1.[S-:11][C:12]#[N:13].[NH4+:14].BrBr>C(O)(=O)C.O>[NH2:13][C:12]1[S:11][C:2]2[CH:7]=[CH:6][C:5]([C:8](=[O:10])[CH3:9])=[CH:4][C:3]=2[N:14]=1 |f:1.2|. Procedure: 13.5 g of p-aminoacetophenone and 31.70 g of ammonium thiocyanate were dispersed in a mixture of 800 ml of glacial acetic acid and 40 ml of water, and a solution of 20 g of bromine dissolved in 100 ml of glacial acetic acid was dropwise added thereto at 7° to 10° C. over about 1 hour while stirring. After stirring at 10° C. for 2 hours, the solution was heated and stirred at 70° C. for 5 hours. The reacted mixture was filtered at 50° C. or more, and the obtained filtrate was added to 1000 ml of ... Reactants: O=C(Cl)C=Cc1ccccc1, O=C([O-])O, CN(c1cccc(NC(=O)c2cccc(C(C)(C)C#N)c2)c1)c1ncc2nc(N)sc2n1, [Na+], c1ccncc1. Product: CN(c1cccc(NC(=O)c2cccc(C(C)(C)C#N)c2)c1)c1ncc2nc(NC(=O)C=Cc3ccccc3)sc2n1. As a reaction SMILES: [C:33]([CH:34]=[CH:35][c:36]1[cH:37][cH:38][cH:39][cH:40][cH:41]1)(=[O:42])[Cl:43].[C:44](=[O:45])([O-:46])[OH:47].[NH2:1][c:2]1[s:3][c:4]2[n:5][c:6]([N:11]([c:12]3[cH:13][c:14]([NH:18][C:19]([c:20]4[cH:21][c:22]([C:26]([CH3:27])([CH3:28])[C:29]#[N:30])[cH:23][cH:24][cH:25]4)=[O:31])[cH:15][cH:16][cH:17]3)[CH3:32])[n:7][cH:8][c:9]2[n:10]1.[Na+:48].[cH:49]1[cH:50][cH:51][n:52][cH:53][cH:54]1>>[NH:1]([c:2]1[s:3][c:4]2[n:5][c:6]([N:11]([c:12]3[cH:13][c:14]([NH:18][C:19]([c:20]4[cH:21][c:22]([C:26]([CH3:27])([CH3:28])[C:29]#[N:30])[cH:23][cH:24][cH:25]4)=[O:31])[cH:15][cH:16][cH:17]3)[CH3:32])[n:7][cH:8][c:9]2[n:10]1)[C:33]([CH:34]=[CH:35][c:36]1[cH:37][cH:38][cH:39][cH:40][cH:41]1)=[O:42].